describe an organic reaction: reactants, conditions, products, and yield From a dataset of the Open Reaction Database (ORD), a public repository of structured organic reaction records. The reactants are CCOC(Cc1c(C)cc(OCc2nc(-c3ccc(OC(C)C)cc3)oc2C)cc1C)C(=O)OC, [Li+], [OH-]. The product is CCOC(Cc1c(C)cc(OCc2nc(-c3ccc(OC(C)C)cc3)oc2C)cc1C)C(=O)O. RXN SMILES: [CH3:1][O:2][C:3]([CH:4]([CH2:5][c:6]1[c:7]([CH3:31])[cH:8][c:9]([O:13][CH2:14][c:15]2[n:16][c:17](-[c:21]3[cH:22][cH:23][c:24]([O:27][CH:28]([CH3:29])[CH3:30])[cH:25][cH:26]3)[o:18][c:19]2[CH3:20])[cH:10][c:11]1[CH3:12])[O:32][CH2:33][CH3:34])=[O:35].[Li+:37].[OH-:36]>>[O:2]=[C:3]([CH:4]([CH2:5][c:6]1[c:7]([CH3:31])[cH:8][c:9]([O:13][CH2:14][c:15]2[n:16][c:17](-[c:21]3[cH:22][cH:23][c:24]([O:27][CH:28]([CH3:29])[CH3:30])[cH:25][cH:26]3)[o:18][c:19]2[CH3:20])[cH:10][c:11]1[CH3:12])[O:32][CH2:33][CH3:34])[OH:35]. Reactants: C(CCC)C1=C(C=C(C2=CC=C(C=C12)OC)OC)C=O (1-butyl-4,7-dimethoxy-2-naphthalenecarboxaldehyde), C(=O)(OC)C=P(C1=CC=CC=C1)(C1=CC=CC=C1)C1=CC=CC=C1 ((carbomethoxymethylene)triphenylphosphorane), ClCCl (dichloromethane), [OH-].[Na+] (sodium hydroxide). Run in CO (methanol). Yields the product C(CCC)C1=C(C=C(C2=CC=C(C=C12)OC)OC)/C=C/C(=O)O ((E)-3-(1-butyl-4,7-dimethoxy-2-naphthalenyl)-2-propenoic acid). Reaction SMILES: [CH2:1]([C:5]1[C:14]2[C:9](=[CH:10][CH:11]=[C:12]([O:15][CH3:16])[CH:13]=2)[C:8]([O:17][CH3:18])=[CH:7][C:6]=1C=O)[CH2:2][CH2:3][CH3:4].[C:21]([CH:25]=P(C1C=CC=CC=1)(C1C=CC=CC=1)C1C=CC=CC=1)([O:23]C)=[O:22].[OH-].[Na+].Cl[CH2:48]Cl>CO>[CH2:1]([C:5]1[C:14]2[C:9](=[CH:10][CH:11]=[C:12]([O:15][CH3:16])[CH:13]=2)[C:8]([O:17][CH3:18])=[CH:7][C:6]=1/[CH:48]=[CH:25]/[C:21]([OH:23])=[O:22])[CH2:2][CH2:3][CH3:4] |f:2.3|. Procedure details: As in Example 111, 1-butyl-4,7-dimethoxy-2-naphthalenecarboxaldehyde (1.35 g) and (carbomethoxymethylene)triphenylphosphorane (1.35 g) in dichloromethane (10 mL) was stirred at room temperature for 42 hours. The crude ester obtained from the usual work up was dissolved in methanol (25 mL) containing 1N sodium hydroxide solution (4 mL) and heated at reflux for 2 hours. The normal isolation procedure furnished 0.725 g of (E)-3-(1-butyl-4,7-dimethoxy-2-naphthalenyl)-2-propenoic acid. A portion was ... The reactants are CN(C(=O)OC(C)(C)C)c1cc(Cl)ccc1[N+](=O)[O-], [Na+], C1COCCO1, O, O=C([O-])O. Product: CN(C(=O)OC(C)(C)C)c1cc(Cl)ccc1N. RXN SMILES: [C:1]([CH3:2])([CH3:3])([CH3:4])[O:5][C:6]([N:7]([CH3:8])[c:9]1[c:10]([N+:16]([O-:17])=[O:18])[cH:11][cH:12][c:13]([Cl:15])[cH:14]1)=[O:19].[Na+:26].[O:20]1[CH2:21][CH2:22][O:23][CH2:24][CH2:25]1.[OH2:31].[OH:27][C:28](=[O:29])[O-:30]>>[C:1]([CH3:2])([CH3:3])([CH3:4])[O:5][C:6]([N:7]([CH3:8])[c:9]1[c:10]([NH2:16])[cH:11][cH:12][c:13]([Cl:15])[cH:14]1)=[O:19]. The reactants are C(C)(=O)OC(C)=O (acetic anhydride), C(C)N(C(=O)C1=CC=C(C=C1)C(C1=C(C=CC=C1)OC)O)CC (1-(4-Diethylcarbamoylphenyl)-1-(2-methoxyphenyl)methyl alcohol), CO (methanol). The solvent is N1=CC=CC=C1 (pyridine). Conditions: time 15 hour. Yields the product C(C)(=O)OC(C1=C(C=CC=C1)OC)C1=CC=C(C=C1)C(N(CC)CC)=O (1-(4-diethylcarbamoylphenyl)-1-(2-methoxyphenyl)methyl acetate). As a reaction SMILES: [CH2:1]([N:3]([CH2:22][CH3:23])[C:4]([C:6]1[CH:11]=[CH:10][C:9]([CH:12]([OH:21])[C:13]2[CH:18]=[CH:17][CH:16]=[CH:15][C:14]=2[O:19][CH3:20])=[CH:8][CH:7]=1)=[O:5])[CH3:2].[C:24](OC(=O)C)(=[O:26])[CH3:25].CO>N1C=CC=CC=1>[C:24]([O:21][CH:12]([C:9]1[CH:8]=[CH:7][C:6]([C:4](=[O:5])[N:3]([CH2:1][CH3:2])[CH2:22][CH3:23])=[CH:11][CH:10]=1)[C:13]1[CH:18]=[CH:17][CH:16]=[CH:15][C:14]=1[O:19][CH3:20])(=[O:26])[CH3:25]. Procedure: 1-(4-Diethylcarbamoylphenyl)-1-(2-methoxyphenyl)methyl alcohol (14.14 g) was dissolved in pyridine (280 ml), added with acetic anhydride (140 ml) with ice cooling and stirred at room temperature for 15 hours. After the reaction mixture was added with methanol (140 ml) with ice cooling and stirred at room temperature for 10 minutes, the solvent was evaporated under reduced pressure to obtain 1-(4-diethylcarbamoylphenyl)-1-(2-methoxyphenyl)methyl acetate. The reactants are Br (hydrogen bromide), OC1=C2C(C=3C(=CC=C(C3C(C2=C(C=C1)O)=O)NCCNC([C@@H](NC([C@@H](NC(=O)OCC1=CC=CC=C1)CC1=CC=CC=C1)=O)CC(C)C)=O)NCCNC([C@@H](NC([C@@H](NC(=O)OCC1=CC=CC=C1)CC1=CC=CC=C1)=O)CC(C)C)=O)=O (N,N'-[(9,10-dihydro-5,8-dihydroxy-9,10-dioxo-1,4-anthracenediyl)bis(imino-2,1-ethanediyl)]bis[N-[(phenylmethoxy)carbonyl]-L-phenylalanyl-L-leucinamide]). Solvent: C(C)(=O)O (acetic acid). The product is Br.Br.OC1=C2C(C=3C(=CC=C(C3C(C2=C(C=C1)O)=O)NCCNC([C@@H](NC([C@@H](N)CC1=CC=CC=C1)=O)CC(C)C)=O)NCCNC([C@@H](NC([C@@H](N)CC1=CC=CC=C1)=O)CC(C)C)=O)=O (N,N'-[(9,10-Dihydro-5,8-dihydroxy-9,10-dioxo-1,4-anthracenediyl)bis(imino-2,1-ethanediyl)]-bis[L-phenylalanyl-L-leucinamide], dihydrobromide). As a reaction SMILES: [OH:1][C:2]1[CH:15]=[CH:14][C:13]([OH:16])=[C:12]2[C:3]=1[C:4](=[O:84])[C:5]1[C:6]([NH:51][CH2:52][CH2:53][NH:54][C:55](=[O:83])[C@H:56]([CH2:79][CH:80]([CH3:82])[CH3:81])[NH:57][C:58](=[O:78])[C@H:59]([CH2:71][C:72]3[CH:77]=[CH:76][CH:75]=[CH:74][CH:73]=3)[NH:60]C(OCC3C=CC=CC=3)=O)=[CH:7][CH:8]=[C:9]([NH:18][CH2:19][CH2:20][NH:21][C:22](=[O:50])[C@H:23]([CH2:46][CH:47]([CH3:49])[CH3:48])[NH:24][C:25](=[O:45])[C@H:26]([CH2:38][C:39]3[CH:44]=[CH:43][CH:42]=[CH:41][CH:40]=3)[NH:27]C(OCC3C=CC=CC=3)=O)[C:10]=1[C:11]2=[O:17].[BrH:85]>C(O)(=O)C>[BrH:85].[BrH:85].[OH:1][C:2]1[CH:15]=[CH:14][C:13]([OH:16])=[C:12]2[C:3]=1[C:4](=[O:84])[C:5]1[C:6]([NH:51][CH2:52][CH2:53][NH:54][C:55](=[O:83])[C@H:56]([CH2:79][CH:80]([CH3:82])[CH3:81])[NH:57][C:58](=[O:78])[C@H:59]([CH2:71][C:72]3[CH:77]=[CH:76][CH:75]=[CH:74][CH:73]=3)[NH2:60])=[CH:7][CH:8]=[C:9]([NH:18][CH2:19][CH2:20][NH:21][C:22](=[O:50])[C@H:23]([CH2:46][CH:47]([CH3:49])[CH3:48])[NH:24][C:25](=[O:45])[C@H:26]([CH2:38][C:39]3[CH:44]=[CH:43][CH:42]=[CH:41][CH:40]=3)[NH2:27])[C:10]=1[C:11]2=[O:17] |f:3.4.5|. Reported procedure: A 2.75 g portion of N,N'-[(9,10-dihydro-5,8-dihydroxy-9,10-dioxo-1,4-anthracenediyl)bis(imino-2,1-ethanediyl)]bis[N-[(phenylmethoxy)carbonyl]-L-phenylalanyl-L-leucinamide] was reacted by a modification of the procedure of Example 31, by being dissolved in 75 ml of glacial acetic acid previously saturated for 5 minutes with anhydrous hydrogen bromide. The mixture was reacted for 2.5 hours, then more hydrogen bromide was bubbled into the solution for 15 minutes and after another 2 hours the solid ... The solvent is ClC(C)Cl (dichloroethane). Run at time 2 hour. RXN SMILES: C(OC(N[C@@H:9]([CH2:13][CH2:14][CH2:15][N:16]1[C:24](=[O:25])[C:23]2[C:18](=[CH:19][CH:20]=[CH:21][CH:22]=2)[C:17]1=[O:26])[C:10]([OH:12])=[O:11])=O)(C)(C)C.FC(F)(F)C(O)=[O:30]>ClC(Cl)C>[O:26]=[C:17]1[C:18]2[C:23](=[CH:22][CH:21]=[CH:20][CH:19]=2)[C:24](=[O:25])[N:16]1[CH2:15][CH2:14][CH2:13][C@H:9]([OH:30])[C:10]([OH:12])=[O:11]. The product is O=C1N(C(C2=CC=CC=C12)=O)CCC[C@@H](C(=O)O)O ((S)-5-(1,3-dioxoisoindolin-2-yl)-2-hydroxypentanoic acid). Procedure details: A solution of (S)-2-(tert-butoxycarbonylamino)-5-(1,3-dioxoisoindolin-2-yl)pentanoic acid L (1.45 g, 4.0 mmol) in dichloroethane (25 mL) was cooled to 0° C. Trifluoroacetic acid was added in one portion and the mixture was allowed to warm to room temperature and stir for 2 h. The mixture was concentrated to dryness mixed with water (18.5 mL), HOAc (9.5 mL) and aqueous NaNO2 (1.2 g in 25 mL H2O). After 15 min another portion of HOAc (14 mL) was added and the mixture was stirred at room temperatur... Reactants: C(C)(C)(C)OC(=O)N[C@H](C(=O)O)CCCN1C(C2=CC=CC=C2C1=O)=O ((S)-2-(tert-butoxycarbonylamino)-5-(1,3-dioxoisoindolin-2-yl)pentanoic acid), FC(C(=O)O)(F)F (Trifluoroacetic acid). Reactants: C(C)(C)N(C(C1=CC=NC=C1)=O)C(C)C (N,N-diisopropylisonicotinamide), COC1=CC=C(C(=O)C2=CC=C(C=C2)OC)C=C1 (4,4'-dimethoxybenzophenone), C(CCC)[Li] (n-butyllithium), C(C)(C)[N-]C(C)C.[Li+] (lithium diisopropylamide). The solvent is O1CCCC1 (tetrahydrofuran), O1CCCC1 (tetrahydrofuran), O (water), O1CCCC1 (tetrahydrofuran), C(C)(C)NC(C)C (diisopropylamine). Reaction conditions: temperature -70 celsius, time 1 hour. The product is OC(C1=CC=C(C=C1)OC)(C1=CC=C(C=C1)OC)C=1C=NC=CC1C(=O)N(C(C)C)C(C)C (3-[1-Hydroxy-1,1-bis(4-methoxyphenyl)methyl]-N,N-diisopropyl-4-pyridinecarboxamide). Yield: 73.3%. RXN SMILES: C([Li])CCC.C([N-]C(C)C)(C)C.[Li+].[CH:14]([N:17]([CH:26]([CH3:28])[CH3:27])[C:18](=[O:25])[C:19]1[CH:24]=[CH:23][N:22]=[CH:21][CH:20]=1)([CH3:16])[CH3:15].[CH3:29][O:30][C:31]1[CH:46]=[CH:45][C:34]([C:35]([C:37]2[CH:42]=[CH:41][C:40]([O:43][CH3:44])=[CH:39][CH:38]=2)=[O:36])=[CH:33][CH:32]=1>O1CCCC1.C(NC(C)C)(C)C.O>[OH:36][C:35]([C:24]1[CH:23]=[N:22][CH:21]=[CH:20][C:19]=1[C:18]([N:17]([CH:14]([CH3:16])[CH3:15])[CH:26]([CH3:28])[CH3:27])=[O:25])([C:34]1[CH:45]=[CH:46][C:31]([O:30][CH3:29])=[CH:32][CH:33]=1)[C:37]1[CH:38]=[CH:39][C:40]([O:43][CH3:44])=[CH:41][CH:42]=1 |f:1.2|. Procedure: In 480 ml of dry tetrahydrofuran was dissolved 81.5 ml of diisopropylamine under nitrogen atmosphere, and the solution was cooled to -70° C. Then, 375 ml of 1.6N n-butyllithium was dropwise added to the extent that the temperature of the mixture was not higher than -65° C., to thereby produce lithium diisopropylamide. The reaction mixture was kept at -70° C. for one hour, and to the reaction mixture was added a solution of 43.97 g of N,N-diisopropylisonicotinamide in 150 ml of dry tetrahydrofura... Starting materials: COc1c(C)c(Cc2cccc(OCc3ccccc3)c2C=O)c(OC)c(OC)c1OC, CC#N, [O-][Cl+][O-], [Na+], [Na+], O, OO, O=P([O-])(O)O. The product is COc1c(C)c(Cc2cccc(OCc3ccccc3)c2C(=O)O)c(OC)c(OC)c1OC. Reaction SMILES: [CH3:13][O:14][c:15]1[c:16]([CH3:44])[c:17]([CH2:18][c:19]2[cH:20][cH:21][cH:22][c:23]([O:27][CH2:28][c:29]3[cH:30][cH:31][cH:32][cH:33][cH:34]3)[c:24]2[CH:25]=[O:26])[c:35]([O:42][CH3:43])[c:36]([O:40][CH3:41])[c:37]1[O:38][CH3:39].[CH3:46][C:47]#[N:48].[Cl+:7]([O-:8])[O-:9].[Na+:10].[Na+:1].[OH2:45].[OH:11][OH:12].[OH:2][P:3](=[O:4])([O-:5])[OH:6]>>[OH:11][C:25]([c:24]1[c:19]([CH2:18][c:17]2[c:16]([CH3:44])[c:15]([O:14][CH3:13])[c:37]([O:38][CH3:39])[c:36]([O:40][CH3:41])[c:35]2[O:42][CH3:43])[cH:20][cH:21][cH:22][c:23]1[O:27][CH2:28][c:29]1[cH:30][cH:31][cH:32][cH:33][cH:34]1)=[O:26].